describe an organic reaction: reactants, conditions, products, and yield From a dataset of the Open Reaction Database (ORD), a public repository of structured organic reaction records. Reactants: C(C)(C)(C)OC(=O)N(C1=NC=C(C=C1C1=NN=C(O1)C1=CC=C(C=C1)CN(C(OC(C)(C)C)=O)C)B1OC(C(O1)(C)C)(C)C)C(=O)OC(C)(C)C (tert-Butyl N-[[4-[5-[2-[bis(tert-butoxycarbonyl)amino]-5-(4,4,5,5-tetramethyl-1,3,2-dioxaborolan-2-yl)-3-pyridyl]-1,3,4-oxadiazol-2-yl]phenyl]methyl]-N-methyl-carbamate), BrC1=NC=C(C=C1)S(=O)(=O)C(C)C (2-bromo-5-isopropylsulfonyl-pyridine), C(=O)([O-])[O-].[Na+].[Na+] (Na2CO3). The reagents and catalysts are Cl[Pd]([P](C1=CC=CC=C1)(C2=CC=CC=C2)C3=CC=CC=C3)([P](C4=CC=CC=C4)(C5=CC=CC=C5)C6=CC=CC=C6)Cl (Pd(PPh3)2Cl2). The solvent is CN(C)C=O (DMF). Reaction conditions: temperature 95 celsius, time 2 hour. Yields the product C(C)(C)(C)OC(=O)N(C1=NC=C(C=C1C1=NN=C(O1)C1=CC=C(C=C1)CN(C(OC(C)(C)C)=O)C)C1=NC=C(C=C1)S(=O)(=O)C(C)C)C(=O)OC(C)(C)C (tert-Butyl N-[[4-[5-[2-[bis(tert-butoxycarbonyl)amino]-5-(5-isopropylsulfonyl-2-pyridyl)-3-pyridyl]-1,3,4-oxadiazol-2-yl]phenyl]methyl]-N-methyl-carbamate). Reaction SMILES: [C:1]([O:5][C:6]([N:8]([C:45]([O:47][C:48]([CH3:51])([CH3:50])[CH3:49])=[O:46])[C:9]1[C:14]([C:15]2[O:19][C:18]([C:20]3[CH:25]=[CH:24][C:23]([CH2:26][N:27]([CH3:35])[C:28](=[O:34])[O:29][C:30]([CH3:33])([CH3:32])[CH3:31])=[CH:22][CH:21]=3)=[N:17][N:16]=2)=[CH:13][C:12](B2OC(C)(C)C(C)(C)O2)=[CH:11][N:10]=1)=[O:7])([CH3:4])([CH3:3])[CH3:2].Br[C:53]1[CH:58]=[CH:57][C:56]([S:59]([CH:62]([CH3:64])[CH3:63])(=[O:61])=[O:60])=[CH:55][N:54]=1.C([O-])([O-])=O.[Na+].[Na+]>CN(C=O)C.Cl[Pd](Cl)([P](C1C=CC=CC=1)(C1C=CC=CC=1)C1C=CC=CC=1)[P](C1C=CC=CC=1)(C1C=CC=CC=1)C1C=CC=CC=1>[C:1]([O:5][C:6]([N:8]([C:45]([O:47][C:48]([CH3:49])([CH3:50])[CH3:51])=[O:46])[C:9]1[C:14]([C:15]2[O:19][C:18]([C:20]3[CH:25]=[CH:24][C:23]([CH2:26][N:27]([CH3:35])[C:28](=[O:34])[O:29][C:30]([CH3:33])([CH3:31])[CH3:32])=[CH:22][CH:21]=3)=[N:17][N:16]=2)=[CH:13][C:12]([C:53]2[CH:58]=[CH:57][C:56]([S:59]([CH:62]([CH3:64])[CH3:63])(=[O:60])=[O:61])=[CH:55][N:54]=2)=[CH:11][N:10]=1)=[O:7])([CH3:2])([CH3:3])[CH3:4] |f:2.3.4,^1:78,97|. Reported procedure: The reaction mixture from Method F Step 1 was diluted with DMF (2 mL) an 2-bromo-5-isopropylsulfonyl-pyridine [Compound I-7a; prepared according to Method F-1] (48 mg, 0.1817 mmol), Pd(PPh3)2Cl2 (6.263 mg, 0.01514 mmol) and 2M aqueous Na2CO3 (227.1 μL, 0.4542 mmol) were added. The reaction was degassed with nitrogen and stirred at 95° C. for 2 hours in a sealed tube. The reaction mixture was partitioned between EtOAc and brine and the aqueous layer extracted with EtOAc (×2). The combined organic... Starting materials: C=CCOc1cc(N2C(=O)C=CC2=O)ccc1CC=C, C=CCOc1ccc(CC=C)c(N2C(=O)C=CC2=O)c1. Yields the product C=CCOc1cccc(N2C(=O)C=CC2=O)c1. Reaction SMILES: [CH2:1]([CH:2]=[CH2:3])[O:4][c:5]1[cH:6][c:7]([N:14]2[C:15](=[O:20])[CH:16]=[CH:17][C:18]2=[O:19])[cH:8][cH:9][c:10]1[CH2:11][CH:12]=[CH2:13].[CH2:21]([O:22][c:23]1[cH:24][c:25]([N:26]2[C:27](=[O:28])[CH:29]=[CH:30][C:31]2=[O:32])[c:33]([CH2:34][CH:35]=[CH2:36])[cH:37][cH:38]1)[CH:39]=[CH2:40]>>[CH2:1]([CH:2]=[CH2:3])[O:4][c:5]1[cH:6][c:7]([N:14]2[C:15](=[O:20])[CH:16]=[CH:17][C:18]2=[O:19])[cH:8][cH:9][cH:10]1. Reactants: C(C)(=O)[O-].[Na+] (sodium acetate), P(=O)(Cl)(Cl)Cl (phosphorus oxychloride), C[C@@]12C(CC[C@H]1[C@@H]1C(C=C3CCCC[C@]3(C)[C@H]1CC2)=O)=O (5-androstene-7,17-dione). The solvent is C(Cl)(Cl)Cl (chloroform), C(C)OCOCC (formaldehyde diethylacetal). The product is C=C1C2=CC([C@H]3[C@@H]4CCC([C@@]4(C)CC[C@@H]3[C@]2(CCC1)C)=O)=O (4-methylene-5-androstene-7,17-dione). Isolated yield 80.6%. As a reaction SMILES: [C:1]([O-])(=O)C.[Na+].P(Cl)(Cl)(Cl)=O.[CH3:11][C@:12]12[CH2:29][CH2:28][C@H:27]3[C@@H:17]([C:18](=[O:30])[CH:19]=[C:20]4[C@:25]3([CH3:26])[CH2:24][CH2:23][CH2:22][CH2:21]4)[C@@H:16]1[CH2:15][CH2:14][C:13]2=[O:31]>C(Cl)(Cl)Cl.C(OCOCC)C>[CH2:1]=[C:21]1[CH2:22][CH2:23][CH2:24][C@@:25]2([CH3:26])[C:20]1=[CH:19][C:18](=[O:30])[C@@H:17]1[C@@H:27]2[CH2:28][CH2:29][C@@:12]2([CH3:11])[C@H:16]1[CH2:15][CH2:14][C:13]2=[O:31] |f:0.1|. Reported procedure: A suspension of 1.0 g of sodium acetate in 30 ml of chloroform, 30 ml of formaldehyde diethylacetal, and 3.8 ml of phosphorus oxychloride is combined with 1.0 g of 5-androstene-7,17-dione and refluxed for 61/2 hours. Under agitation, a saturated soda solution is then added dropwise until alkaline reaction occurs in the aqueous phase. The organic phase is separated, washed with water, dried over sodium sulfate, and concentrated under vacuum. The crude product is purified on 200 g of silica gel wi...